This data is from the Open Reaction Database (ORD), a public repository of structured organic reaction records. The task is: describe an organic reaction: reactants, conditions, products, and yield As a reaction SMILES: [Br:24][CH:25]([C:26](=[O:27])[O:28][CH2:29][CH3:30])[CH2:31][CH3:32].[CH3:40][O:41][CH2:42][CH2:43][O:44][CH3:45].[Cl:1][c:2]1[cH:3][c:4]([C:9]#[C:10][c:11]2[c:12]([CH3:23])[cH:13][cH:14][c:15]([S:17](=[O:18])(=[O:19])[CH2:20][CH2:21][CH3:22])[cH:16]2)[c:5]([OH:8])[cH:6][cH:7]1.[K+:33].[K+:34].[O-:35][C:36]([O-:37])=[O:38].[OH2:39]>>[Cl:1][c:2]1[cH:3][c:4]([C:9]#[C:10][c:11]2[c:12]([CH3:23])[cH:13][cH:14][c:15]([S:17](=[O:18])(=[O:19])[CH2:20][CH2:21][CH3:22])[cH:16]2)[c:5]([O:8][CH:25]([C:26](=[O:27])[O:28][CH2:29][CH3:30])[CH2:31][CH3:32])[cH:6][cH:7]1. Yields the product CCCS(=O)(=O)c1ccc(C)c(C#Cc2cc(Cl)ccc2OC(CC)C(=O)OCC)c1. Starting materials: CCOC(=O)C(Br)CC, COCCOC, CCCS(=O)(=O)c1ccc(C)c(C#Cc2cc(Cl)ccc2O)c1, [K+], [K+], O=C([O-])[O-], O. Reactants: CC=1C=CC=C2C(C(NC12)=O)=O (7-methyl-1H-indol-2,3-dione), O.NN (hydrazine hydrate). Conditions: time 10 minute. Yields the product CC=1C=CC=C2CC(NC12)=O (7-methyl-1,3-dihydro-indol-2-one). As a reaction SMILES: [CH3:1][C:2]1[CH:3]=[CH:4][CH:5]=[C:6]2[C:10]=1[NH:9][C:8](=[O:11])[C:7]2=O.O.NN>>[CH3:1][C:2]1[CH:3]=[CH:4][CH:5]=[C:6]2[C:10]=1[NH:9][C:8](=[O:11])[CH2:7]2 |f:1.2|. Reported procedure: 5.00 g (31.0 mmol) 7-methyl-1H-indol-2,3-dione in 18.1 mL (372 mmol) hydrazine hydrate were heated to 110° C. for 3 h. Then the reaction mixture was cooled, the precipitate formed was suction filtered and washed with water. The precipitate was suspended in water, acidified with conc. hydrochloric acid and stirred for 10 min. Then the reaction mixture was stirred for a further 30 min in the ice bath, the precipitate was suction filtered, washed with water and dried. The reactants are C(C)(=O)O (Acetic acid), C=O (formaldehyde), C(C)C1=C2C=NNC2=CC=C1O[C@@H]1CC[C@H](CC1)N1C(C2=CC=CC=C2C1=O)=O (trans-2-{4-[(4-ethyl-1H-indazol-5-yl)oxy]cyclohexyl}-1H-isoindole-1,3(2H)-dione), C(#N)[BH3-].[Na+] (sodium cyanoborohydride), [OH-].[Na+] (sodium hydroxide). Reaction conditions: time 8 hour. The product is C(C)C1=C2C=NNC2=CC=C1O[C@@H]1CC[C@H](CC1)N(C)C (trans-N-{4-[(4-ethyl-1H-indazol-5-yl)oxy]cyclohexyl}-N,N-dimethylamine). Isolated yield 57.3%. As a reaction SMILES: C(O)(=O)C.C=O.[CH2:7]([C:9]1[C:17]([O:18][C@H:19]2[CH2:24][CH2:23][C@H:22]([N:25]3[C:33](=O)C4C(=CC=CC=4)[C:26]3=O)[CH2:21][CH2:20]2)=[CH:16][CH:15]=[C:14]2[C:10]=1[CH:11]=[N:12][NH:13]2)[CH3:8].C([BH3-])#N.[Na+].[OH-].[Na+]>>[CH2:7]([C:9]1[C:17]([O:18][C@H:19]2[CH2:24][CH2:23][C@H:22]([N:25]([CH3:33])[CH3:26])[CH2:21][CH2:20]2)=[CH:16][CH:15]=[C:14]2[C:10]=1[CH:11]=[N:12][NH:13]2)[CH3:8] |f:3.4,5.6|. Procedure details: Acetic acid (0.14 mL, 2.5 mmol) and an aqueous formaldehyde solution (209.3 mg, 2.5 mmol) were added to a methanolic solution (3 mL) of the trans-4-((4-ethyl-1H-indazol-5-yl)oxy)cyclohexanamine (130 mg, 0.5 mmol) obtained in Example 744, and then sodium cyanoborohydride (157.7 mg, 2.5 mmol) was added thereto and stirred overnight. A 1N-aqueous sodium hydroxide solution was added to the reaction solution, followed by extraction with chloroform (three times), and the extract solution was dried ove... Reactants: CS(C)=O, CCN(C(C)C)C(C)C, Clc1ccc(-c2cc3nc(CN4CCOCC4)nn3c(Cl)n2)c(Cl)c1, O=C(O)C(F)(F)F, N#Cc1ccc(NCCN)nc1. Yields the product N#Cc1ccc(NCCNc2nc(-c3ccc(Cl)cc3Cl)cc3nc(CN4CCOCC4)nn23)nc1. Reaction SMILES: [CH3:54][S:55]([CH3:56])=[O:57].[CH:45]([N:46]([CH2:47][CH3:48])[CH:49]([CH3:50])[CH3:51])([CH3:52])[CH3:53].[Cl:1][c:2]1[n:3][c:4](-[c:18]2[c:19]([Cl:25])[cH:20][c:21]([Cl:24])[cH:22][cH:23]2)[cH:5][c:6]2[n:7]1[n:8][c:9]([CH2:11][N:12]1[CH2:13][CH2:14][O:15][CH2:16][CH2:17]1)[n:10]2.[F:26][C:27]([F:28])([F:29])[C:30]([OH:31])=[O:32].[NH2:33][CH2:34][CH2:35][NH:36][c:37]1[n:38][cH:39][c:40]([C:41]#[N:42])[cH:43][cH:44]1>>[c:2]1([NH:33][CH2:34][CH2:35][NH:36][c:37]2[n:38][cH:39][c:40]([C:41]#[N:42])[cH:43][cH:44]2)[n:3][c:4](-[c:18]2[c:19]([Cl:25])[cH:20][c:21]([Cl:24])[cH:22][cH:23]2)[cH:5][c:6]2[n:7]1[n:8][c:9]([CH2:11][N:12]1[CH2:13][CH2:14][O:15][CH2:16][CH2:17]1)[n:10]2.